The task is: describe an organic reaction: reactants, conditions, products, and yield. This data is from the Open Reaction Database (ORD), a public repository of structured organic reaction records. As a reaction SMILES: [CH2:1]([N:4]1[C:13](=[O:14])[C:12]2[NH:11][C:10]3[CH:15]=[CH:16][CH:17]=[CH:18][C:9]=3[S:8][C:7]=2[NH:6][C:5]1=[O:19])[CH2:2][CH3:3].CCOC(/N=N/C(OCC)=O)=O>C(#N)C>[CH2:1]([N:4]1[C:13](=[O:14])[C:12]2[C:7]([S:8][C:9]3[CH:18]=[CH:17][CH:16]=[CH:15][C:10]=3[N:11]=2)=[N:6][C:5]1=[O:19])[CH2:2][CH3:3]. Reported procedure: To a solution of the 1,5-dihydro-3-propyl-2H-pyrimido[4,5-b][1,4]benzothiazine-2,4(3H)-dione (0.55 g) in acetonitrile (40 ml) was added dropwise diethylazodicarboxylate (0.52 g) at room temperature. The mixture was stirred for two hours. After the solvent was removed, the residue was triturated with diethylether and filtered to give 3-propyl-2H-pyrimido[4,5-b][1,4]benzothiazine-2,4(3H)-dione (0.43 g, 78% yield). Yields the product C(CC)N1C(N=C2SC3=C(N=C2C1=O)C=CC=C3)=O (3-propyl-2H-pyrimido[4,5-b][1,4]benzothiazine-2,4(3H)-dione). The reactants are C(CC)N1C(NC=2SC3=C(NC2C1=O)C=CC=C3)=O (1,5-dihydro-3-propyl-2H-pyrimido[4,5-b][1,4]benzothiazine-2,4(3H)-dione), CCOC(=O)/N=N/C(=O)OCC (diethylazodicarboxylate). Run in C(C)#N (acetonitrile). Run at time 2 hour. Yield: 78.8%. Starting materials: C(CCCC)C1CCC(OC1)C1=CC=C(C(=O)Cl)C=C1 (p-(5-pentyl-2-tetrahydropyranyl)benzoyl chloride), S(=O)(=O)(N)N (sulfamide). Run in C1CCCS1(=O)=O (tetramethylene sulfone). Yields the product C(#N)C1=CC=C(C=C1)C1OCC(CC1)CCCCC (2-p-cyanophenyl-5-pentyltetrahydropyran). Reaction SMILES: [CH2:1]([CH:6]1[CH2:11][O:10][CH:9]([C:12]2[CH:20]=[CH:19][C:15]([C:16](Cl)=O)=[CH:14][CH:13]=2)[CH2:8][CH2:7]1)[CH2:2][CH2:3][CH2:4][CH3:5].S(N)([NH2:24])(=O)=O>C1S(=O)(=O)CCC1>[C:16]([C:15]1[CH:19]=[CH:20][C:12]([CH:9]2[CH2:8][CH2:7][CH:6]([CH2:1][CH2:2][CH2:3][CH2:4][CH3:5])[CH2:11][O:10]2)=[CH:13][CH:14]=1)#[N:24]. Procedure: A solution of 29.5 g of p-(5-pentyl-2-tetrahydropyranyl)benzoyl chloride and 8 g of sulfamide in 500 ml of tetramethylene sulfone is heated at 120° for 4 hours, evaporated and worked up as usual. 2-p-cyanophenyl-5-pentyltetrahydropyran is obtained. Starting materials: C(#N)C=1C=C(C=CC1)B(O)O (3-cyanobenzene boronic acid), BrC1=CC=C(C=C1)C=1OC(=C(N1)CCN1CCCC1)C (2-(4-Bromo-phenyl)-5-methyl-4-(2-pyrrolidin-1-yl-ethyl)-oxazole). Product: CC1=C(N=C(O1)C1=CC=C(C=C1)C1=CC(=CC=C1)C#N)CCN1CCCC1 (4′-[5-Methyl-4-(2-pyrrolidin-1-yl-ethyl)-oxazol-2-yl]-biphenyl-3-carbonitrile). Reaction SMILES: [C:1]([C:3]1[CH:4]=[C:5](B(O)O)[CH:6]=[CH:7][CH:8]=1)#[N:2].Br[C:13]1[CH:18]=[CH:17][C:16]([C:19]2[O:20][C:21]([CH3:31])=[C:22]([CH2:24][CH2:25][N:26]3[CH2:30][CH2:29][CH2:28][CH2:27]3)[N:23]=2)=[CH:15][CH:14]=1>>[CH3:31][C:21]1[O:20][C:19]([C:16]2[CH:17]=[CH:18][C:13]([C:7]3[CH:6]=[CH:5][CH:4]=[C:3]([C:1]#[N:2])[CH:8]=3)=[CH:14][CH:15]=2)=[N:23][C:22]=1[CH2:24][CH2:25][N:26]1[CH2:30][CH2:29][CH2:28][CH2:27]1. Procedure: The title compound is prepared in a manner substantially analogous to example 133 starting from 3-cyanobenzene boronic acid (219 mg, 1.49 mmol) and 2-(4-Bromo-phenyl)-5-methyl-4-(2-pyrrolidin-1-yl-ethyl)-oxazole (100 mg, 0.30 mmol) to give 21 mg (20%). MS (m/e) 358.2 (M+1) Starting materials: ClC=1C(=NC=C(C1)C(F)(F)F)OC=1C=CC2=C(NC(C(O2)C)=O)C1 (6-(3-Chloro-5-trifluoromethyl-2-pyridyloxy)-2-methyl-2H-1,4-benzoxazine-3 (4H)-one), ClC1=C(OC2=CC(=C(OC(C(=O)OC)C)C=C2)[N+](=O)[O-])C=CC(=C1)C(F)(F)F (methyl 2-[4-(2-chloro-4-trifluoromethylphenoxy)-2-nitrophenoxy]propionate). Product: ClC1=C(OC=2C=CC3=C(NC(C(O3)C)=O)C2)C=CC(=C1)C(F)(F)F (6-(2-Chloro-4-trifluoromethylphenoxy)-2-methyl-2H-1,4-benzoxazine-3 (4H)-one). RXN SMILES: [Cl:1][C:2]1[CH:24]=[C:23]([C:25]([F:28])([F:27])[F:26])[CH:22]=[CH:21][C:3]=1[O:4][C:5]1[CH:17]=[CH:16][C:8]([O:9][CH:10]([CH3:15])[C:11](OC)=[O:12])=[C:7]([N+:18]([O-])=O)[CH:6]=1.ClC1C(OC2C=CC3OC(C)C(=O)NC=3C=2)=NC=C(C(F)(F)F)C=1>>[Cl:1][C:2]1[CH:24]=[C:23]([C:25]([F:28])([F:27])[F:26])[CH:22]=[CH:21][C:3]=1[O:4][C:5]1[CH:17]=[CH:16][C:8]2[O:9][CH:10]([CH3:15])[C:11](=[O:12])[NH:18][C:7]=2[CH:6]=1. Reported procedure: In Example 1, methyl 2-[4-(2-chloro-4-trifluoromethylphenoxy)-2-nitrophenoxy]propionate was used instead of methyl 2-[5-(2-chloro-4-trifluoromethylphenoxy)-2-nitrophenoxy]propionate to prepare the title compound, and 6-(3-Chloro-5-trifluoromethyl-2-pyridyloxy)-2-methyl-2H-1,4-benzoxazine-3 (4H)-one (Example 16) was prepared in the same manner as described above. Reaction SMILES: [CH2:54]([N:55]=[C:56]=[N:57][CH2:58][CH2:59][CH2:60][N:61]([CH3:62])[CH3:63])[CH3:64].[CH3:46][N:47]1[CH2:48][CH2:49][O:50][CH2:51][CH2:52]1.[CH3:65][CH2:66][O:67][C:68](=[O:69])[CH3:70].[Cl:1][c:2]1[cH:3][cH:4][c:5]([S:8](=[O:9])(=[O:10])[c:11]2[n:12][c:13]([CH2:21][c:22]3[c:23]([F:29])[cH:24][cH:25][c:26]([F:28])[cH:27]3)[c:14]([C:15](=[O:16])[OH:17])[cH:18][c:19]2[F:20])[cH:6][cH:7]1.[Cl:71][CH2:72][Cl:73].[ClH:53].[n:36]1([OH:37])[c:38]2[cH:39][cH:40][cH:41][cH:42][c:43]2[n:44][n:45]1.[s:30]1[c:31]([NH2:35])[n:32][cH:33][cH:34]1>>[Cl:1][c:2]1[cH:3][cH:4][c:5]([S:8](=[O:9])(=[O:10])[c:11]2[n:12][c:13]([CH2:21][c:22]3[c:23]([F:29])[cH:24][cH:25][c:26]([F:28])[cH:27]3)[c:14]([C:15](=[O:17])[NH:35][c:31]3[s:30][cH:34][cH:33][n:32]3)[cH:18][c:19]2[F:20])[cH:6][cH:7]1. Yields the product O=C(Nc1nccs1)c1cc(F)c(S(=O)(=O)c2ccc(Cl)cc2)nc1Cc1cc(F)ccc1F. Starting materials: CCN=C=NCCCN(C)C, CN1CCOCC1, CCOC(C)=O, O=C(O)c1cc(F)c(S(=O)(=O)c2ccc(Cl)cc2)nc1Cc1cc(F)ccc1F, ClCCl, Cl, On1nnc2ccccc21, Nc1nccs1. Starting materials: BrC1=NNC2=CC=C(C=C12)[N+](=O)[O-] (3-Bromo-5-nitro-1H-indazole), N1CCOCC1 (morpholine), C(C)OC(C)=O (ethylacetate). Yields the product N1(CCOCC1)C1=NNC2=CC=C(C=C12)[N+](=O)[O-] (3-Morpholin-4-yl-5-nitro-1H-indazole). RXN SMILES: Br[C:2]1[C:10]2[C:5](=[CH:6][CH:7]=[C:8]([N+:11]([O-:13])=[O:12])[CH:9]=2)[NH:4][N:3]=1.C(OC(=O)C)C.[NH:20]1[CH2:25][CH2:24][O:23][CH2:22][CH2:21]1>>[N:20]1([C:2]2[C:10]3[C:5](=[CH:6][CH:7]=[C:8]([N+:11]([O-:13])=[O:12])[CH:9]=3)[NH:4][N:3]=2)[CH2:25][CH2:24][O:23][CH2:22][CH2:21]1. Procedure details: 3-Bromo-5-nitro-1H-indazole (0.5 gm, 2 mmol) was dissolved in 3.5 ml of morpholine and heated in a sealed tube for 40 hrs. The mixture was then cooled and added to ethylacetate, washed with brine and dried over magnesium sulfate. After chromatography on silica gel using 20-50% ethylacetate/hexanes as eluent the title compound was obtained (210 mg, 0.85 mmol).